Task: describe an organic reaction: reactants, conditions, products, and yield. Dataset: the Open Reaction Database (ORD), a public repository of structured organic reaction records Starting materials: C#CC(C)(OCC=C)c1ccccc1, Cc1ccccc1. Product: C=CC1=CCOC1(C)c1ccccc1. Reaction SMILES: [CH2:1]([CH:2]=[CH2:3])[O:4][C:5]([CH3:6])([C:7]#[CH:8])[c:9]1[cH:10][cH:11][cH:12][cH:13][cH:14]1.[CH3:15][c:16]1[cH:17][cH:18][cH:19][cH:20][cH:21]1>>[CH2:1]1[CH:2]=[C:7]([CH:8]=[CH2:15])[C:5]([CH3:6])([c:9]2[cH:10][cH:11][cH:12][cH:13][cH:14]2)[O:4]1. Starting materials: CN(C)C=O, FC(F)(F)c1ccccc1C(Cl)Cn1ccnc1, [H-], [Na+], COC(=O)c1ccc(S)cc1. The product is COC(=O)c1ccc(SC(Cn2ccnc2)c2ccccc2C(F)(F)F)cc1. Reaction SMILES: [CH3:32][N:33]([CH3:34])[CH:35]=[O:36].[Cl:14][CH:15]([CH2:16][n:17]1[cH:18][n:19][cH:20][cH:21]1)[c:22]1[c:23]([C:28]([F:29])([F:30])[F:31])[cH:24][cH:25][cH:26][cH:27]1.[H-:1].[Na+:2].[SH:3][c:4]1[cH:5][cH:6][c:7]([C:8](=[O:9])[O:10][CH3:11])[cH:12][cH:13]1>>[S:3]([c:4]1[cH:5][cH:6][c:7]([C:8](=[O:9])[O:10][CH3:11])[cH:12][cH:13]1)[CH:15]([CH2:16][n:17]1[cH:18][n:19][cH:20][cH:21]1)[c:22]1[c:23]([C:28]([F:29])([F:30])[F:31])[cH:24][cH:25][cH:26][cH:27]1. Reactants: OC1=C(N(C=CC1=O)C)C (3-hydroxy-1,2-dimethyl-4- pyridinone), C(O)CN (ethanolamine). The product is OCCN1C(=C(C(C=C1)=O)O)C (1-(2′-Hydroxyethyl)-3-hydroxy-2-methyl-4-pyridinone). Reaction SMILES: [OH:1][C:2]1[C:7](=[O:8])[CH:6]=[CH:5][N:4]([CH3:9])[C:3]=1[CH3:10].[CH2:11](CN)[OH:12]>>[OH:12][CH2:11][CH2:9][N:4]1[CH:5]=[CH:6][C:7](=[O:8])[C:2]([OH:1])=[C:3]1[CH3:10]. Reported procedure: A reaction analogous to that used for the synthesis of 3-hydroxy-1,2-dimethyl-4- pyridinone was employed, starting with ethanolamine (0.44 g). No precipitate was observed after concentration. Recrystallization from ethanol and diethyl ether resulted in a white powder (0.53 g). Proton NMR (D20): 7.82 (d, 1H), 6.89 (d, 1H), 4.27 (t, 2H), 3.74 (t, 2H), 2.36 (s, 3H). Reaction conditions: time 4.5 hour. Yields the product ClC=1C=C(C=C(C1)Cl)[C@@]1(CC(=NC1)C1=CC(=C(C(=O)O)C=C1)C)C(F)(F)F (4-[(R)-4-(3,5-Dichloro-phenyl)-4-trifluoromethyl-4,5-dihydro-3H-pyrrol-2-yl]-2-methyl-benzoic acid). The solvent is ClCCl (dichloromethane). Procedure: To a solution of 4-[(R)-4-(3,5-Dichloro-phenyl)-4-trifluoromethyl-4,5-dihydro-3H-pyrrol-2-yl]-2-methyl-benzoic acid tert-butyl ester (0.68 g) in dichloromethane (0.7 ml) was added trifluoromethyl acetic acid (“TFA”) (0.07 ml). The reaction mixture was stirred at ambient temperature for 4.5 hours. The dichloromethane was evaporated under reduced pressure and the residue was taken up in ethyl acetate and water. The organic phase was washed with water and brine and evaporated under reduced pressure... Starting materials: C(C)(C)(C)OC(C1=C(C=C(C=C1)C1=NC[C@](C1)(C(F)(F)F)C1=CC(=CC(=C1)Cl)Cl)C)=O (4-[(R)-4-(3,5-Dichloro-phenyl)-4-trifluoromethyl-4,5-dihydro-3H-pyrrol-2-yl]-2-methyl-benzoic acid tert-butyl ester), FC(F)(F)CC(=O)O (trifluoromethyl acetic acid). RXN SMILES: C([O:5][C:6](=[O:31])[C:7]1[CH:12]=[CH:11][C:10]([C:13]2[CH2:17][C@:16]([C:22]3[CH:27]=[C:26]([Cl:28])[CH:25]=[C:24]([Cl:29])[CH:23]=3)([C:18]([F:21])([F:20])[F:19])[CH2:15][N:14]=2)=[CH:9][C:8]=1[CH3:30])(C)(C)C.FC(CC(O)=O)(F)F>ClCCl>[Cl:29][C:24]1[CH:23]=[C:22]([C@@:16]2([C:18]([F:20])([F:21])[F:19])[CH2:15][N:14]=[C:13]([C:10]3[CH:11]=[CH:12][C:7]([C:6]([OH:31])=[O:5])=[C:8]([CH3:30])[CH:9]=3)[CH2:17]2)[CH:27]=[C:26]([Cl:28])[CH:25]=1. Reactants: C1(=CC=CC=C1)SCC=1NCCN1 (2-Phenylthiomethyl-2-imidazoline), C1(=CC=CC=C1)N=C=O (phenyl isocyanate). The solvent is C(Cl)Cl (CH2Cl2). Conditions: temperature -15 celsius, time 2 hour. Yields the product C1(=CC=CC=C1)NC(=O)N1C(=NCC1)CSC1=CC=CC=C1 (1-N-Phenylcarbamoyl-2-phenylthiomethyl-2-imidazoline). RXN SMILES: [C:1]1([S:7][CH2:8][C:9]2[NH:10][CH2:11][CH2:12][N:13]=2)[CH:6]=[CH:5][CH:4]=[CH:3][CH:2]=1.[C:14]1([N:20]=[C:21]=[O:22])[CH:19]=[CH:18][CH:17]=[CH:16][CH:15]=1>C(Cl)Cl>[C:14]1([NH:20][C:21]([N:13]2[CH2:12][CH2:11][N:10]=[C:9]2[CH2:8][S:7][C:1]2[CH:2]=[CH:3][CH:4]=[CH:5][CH:6]=2)=[O:22])[CH:19]=[CH:18][CH:17]=[CH:16][CH:15]=1. Procedure: 2-Phenylthiomethyl-2-imidazoline (4.8 g; 0.025 mole) was dissolved in CH2Cl2 (200 ml) and the solution cooled to -15° C. before treating dropwise with fresh phenyl isocyanate (3.0 g; 0.025 moles) over 15 minutes. The mixture was allowed to warm to room temperature and stirring continued for a further 2 hours. The solvent was then evaporated in vacuo and the residue recrystallised from ethyl acetate, to give a solid, m.p. 117.4° to 119.0° C. Starting materials: Nc1ccc2ncnc(Nc3cccc(Br)c3)c2c1, CCOc1c(OCC)c(=O)c1=O, CCO. The product is CCOc1c(Nc2ccc3ncnc(Nc4cccc(Br)c4)c3c2)c(=O)c1=O. As a reaction SMILES: [Br:13][c:14]1[cH:15][c:16]([NH:20][c:21]2[n:22][cH:23][n:24][c:25]3[cH:26][cH:27][c:28]([NH2:31])[cH:29][c:30]23)[cH:17][cH:18][cH:19]1.[CH2:1]([O:2][c:4]1[c:5](=[O:12])[c:6](=[O:11])[c:7]1[O:8][CH2:9][CH3:10])[CH3:3].[CH3:32][CH2:33][OH:34]>>[c:4]1([NH:31][c:28]2[cH:27][cH:26][c:25]3[n:24][cH:23][n:22][c:21]([NH:20][c:16]4[cH:15][c:14]([Br:13])[cH:19][cH:18][cH:17]4)[c:30]3[cH:29]2)[c:5](=[O:12])[c:6](=[O:11])[c:7]1[O:8][CH2:9][CH3:10]. Starting materials: CCC(C(=O)[O-])N1CCC(c2nc3cc(-c4ccc(Cl)cc4Cl)nc(NCCNc4ccc(C#N)cn4)n3n2)CC1, COCCOC, [Na+], [OH-], O. Product: N#Cc1ccc(NCCNc2nc(-c3ccc(Cl)cc3Cl)cc3nc(C4CCN(CC(=O)O)CC4)nn23)nc1. RXN SMILES: [CH2:1]([CH3:2])[CH:3]([C:4](=[O:5])[O-:6])[N:7]1[CH2:8][CH2:9][CH:10]([c:13]2[n:14][n:15]3[c:16]([NH:30][CH2:31][CH2:32][NH:33][c:34]4[n:35][cH:36][c:37]([C:40]#[N:41])[cH:38][cH:39]4)[n:17][c:18](-[c:22]4[c:23]([Cl:29])[cH:24][c:25]([Cl:28])[cH:26][cH:27]4)[cH:19][c:20]3[n:21]2)[CH2:11][CH2:12]1.[CH3:45][O:46][CH2:47][CH2:48][O:49][CH3:50].[Na+:44].[OH-:43].[OH2:42]>>[CH2:3]([C:4](=[O:5])[OH:6])[N:7]1[CH2:8][CH2:9][CH:10]([c:13]2[n:14][n:15]3[c:16]([NH:30][CH2:31][CH2:32][NH:33][c:34]4[n:35][cH:36][c:37]([C:40]#[N:41])[cH:38][cH:39]4)[n:17][c:18](-[c:22]4[c:23]([Cl:29])[cH:24][c:25]([Cl:28])[cH:26][cH:27]4)[cH:19][c:20]3[n:21]2)[CH2:11][CH2:12]1. The reactants are CC1(CN2Cc3nc(Cl)ccc3C2=O)COC1, CC(C)(O)c1cc(F)c(-c2cc(C(N)=O)c(N)s2)c(F)c1. Product: CC1(CN2Cc3nc(Nc4sc(-c5c(F)cc(C(C)(C)O)cc5F)cc4C(N)=O)ccc3C2=O)COC1. RXN SMILES: [Cl:22][c:23]1[cH:24][cH:25][c:26]2[c:27]([n:28]1)[CH2:29][N:30]([CH2:33][C:34]1([CH3:38])[CH2:35][O:36][CH2:37]1)[C:31]2=[O:32].[NH2:1][c:2]1[s:3][c:4](-[c:10]2[c:11]([F:21])[cH:12][c:13]([C:17]([CH3:18])([CH3:19])[OH:20])[cH:14][c:15]2[F:16])[cH:5][c:6]1[C:7](=[O:8])[NH2:9]>>[NH:1]([c:2]1[s:3][c:4](-[c:10]2[c:11]([F:21])[cH:12][c:13]([C:17]([CH3:18])([CH3:19])[OH:20])[cH:14][c:15]2[F:16])[cH:5][c:6]1[C:7](=[O:8])[NH2:9])[c:23]1[cH:24][cH:25][c:26]2[c:27]([n:28]1)[CH2:29][N:30]([CH2:33][C:34]1([CH3:38])[CH2:35][O:36][CH2:37]1)[C:31]2=[O:32]. RXN SMILES: [C:1]([c:2]1[cH:3][cH:4][cH:5][cH:6][cH:7]1)(=[O:8])[c:9]1[cH:10][c:11]2[c:12]([n:13]([CH2:17][CH2:18][O:19][c:20]3[cH:21][cH:22][c:23]([CH:26]=[CH:27][C:28](=[O:29])[O:30][CH3:31])[cH:24][cH:25]3)[c:14](=[O:16])[s:15]2)[cH:32][cH:33]1.[CH3:40][OH:41].[O:34]1[CH2:35][CH2:36][O:37][CH2:38][CH2:39]1>>[C:1]([c:2]1[cH:3][cH:4][cH:5][cH:6][cH:7]1)(=[O:8])[c:9]1[cH:10][c:11]2[c:12]([n:13]([CH2:17][CH2:18][O:19][c:20]3[cH:21][cH:22][c:23]([CH2:26][CH2:27][C:28](=[O:29])[O:30][CH3:31])[cH:24][cH:25]3)[c:14](=[O:16])[s:15]2)[cH:32][cH:33]1. Product: COC(=O)CCc1ccc(OCCn2c(=O)sc3cc(C(=O)c4ccccc4)ccc32)cc1. The reactants are COC(=O)C=Cc1ccc(OCCn2c(=O)sc3cc(C(=O)c4ccccc4)ccc32)cc1, CO, C1COCCO1.